From a dataset of the Open Reaction Database (ORD), a public repository of structured organic reaction records. describe an organic reaction: reactants, conditions, products, and yield Starting materials: COc1cc(C(=O)O)ccc1Cc1cn(CCC(N)=O)c2ccc(C(=O)NCC3CCCC3)cc12, CCN=C=NCCCN(C)C, CN(C)c1ccncc1, ClCCl, Cl, Cc1ccccc1S(N)(=O)=O. As a reaction SMILES: [C:1]([NH2:2])(=[O:3])[CH2:4][CH2:5][n:6]1[cH:7][c:8]([CH2:24][c:25]2[c:26]([O:34][CH3:35])[cH:27][c:28]([C:29](=[O:30])[OH:31])[cH:32][cH:33]2)[c:9]2[cH:10][c:11]([C:15]([NH:16][CH2:17][CH:18]3[CH2:19][CH2:20][CH2:21][CH2:22]3)=[O:23])[cH:12][cH:13][c:14]12.[CH3:37][N:38]([CH3:39])[CH2:40][CH2:41][CH2:42][N:43]=[C:44]=[N:45][CH2:46][CH3:47].[CH3:59][N:60]([CH3:61])[c:62]1[cH:63][cH:64][n:65][cH:66][cH:67]1.[Cl:68][CH2:69][Cl:70].[ClH:36].[c:48]1([CH3:58])[c:49]([S:54](=[O:55])(=[O:56])[NH2:57])[cH:50][cH:51][cH:52][cH:53]1>>[C:1]([NH2:2])(=[O:3])[CH2:4][CH2:5][n:6]1[cH:7][c:8]([CH2:24][c:25]2[c:26]([O:34][CH3:35])[cH:27][c:28]([C:29](=[O:30])[NH:57][S:54]([c:49]3[c:48]([CH3:58])[cH:53][cH:52][cH:51][cH:50]3)(=[O:55])=[O:56])[cH:32][cH:33]2)[c:9]2[cH:10][c:11]([C:15]([NH:16][CH2:17][CH:18]3[CH2:19][CH2:20][CH2:21][CH2:22]3)=[O:23])[cH:12][cH:13][c:14]12. The product is COc1cc(C(=O)NS(=O)(=O)c2ccccc2C)ccc1Cc1cn(CCC(N)=O)c2ccc(C(=O)NCC3CCCC3)cc12. Starting materials: N1CCOCC1 (Morpholine), S(=O)(=O)(N)N (sulfamide). Run in O1CCOCC1 (1,4-dioxane). The product is N1(CCOCC1)S(=O)(=O)N (4-Morpholinesulfonamide). As a reaction SMILES: [NH:1]1[CH2:6][CH2:5][O:4][CH2:3][CH2:2]1.[S:7](N)([NH2:10])(=[O:9])=[O:8]>O1CCOCC1>[N:1]1([S:7]([NH2:10])(=[O:9])=[O:8])[CH2:6][CH2:5][O:4][CH2:3][CH2:2]1. Procedure: Morpholine (5 ml) and sulfamide (11 g) in 1,4-dioxane (100 ml) were heated at reflux for 48 h. The solvent was evaporated under reduced pressure and the resulting solid partitioned between EtOAc and water. The organic phase was collected and the aqueous phase was further extracted with EtOAc (×4). The combined organic extracts were dried (MgSO4) and the solvent removed in vacuo. The solid residue was triturated with Et2O and filtered to give the subtitle compound as a white crystallin solid. Yie... Reactants: C=1C=CC2=C(C1)N=NN2O (HOBT), N (NH3), NC1=NC=CC(=N1)C1=CC(=C(N1)C1=C(C=CC(=C1)C(F)(F)F)Cl)C(=O)O (5-(2-amino-pyrimidin-4-yl)-2-(2-chloro-5-trifluoromethyl-phenyl)-1H-pyrrole-3-carboxylic acid), CCN(C(C)C)C(C)C (DIPEA), CCN=C=NCCCN(C)C.Cl (EDCl). Run in O (water), CN(C)C=O (DMF). Conditions: time 3 hour. Product: NC1=NC=CC(=N1)C1=CC(=C(N1)C1=C(C=CC(=C1)C(F)(F)F)Cl)C(=O)N (5-(2-Aminopyrimidin-4-yl)-2-[2-chloro-5-(trifluoromethyl)phenyl]-1H-pyrrole-3-carboxamide). Yield: 81.9%. As a reaction SMILES: [NH2:1][C:2]1[N:7]=[C:6]([C:8]2[NH:12][C:11]([C:13]3[CH:18]=[C:17]([C:19]([F:22])([F:21])[F:20])[CH:16]=[CH:15][C:14]=3[Cl:23])=[C:10]([C:24]([OH:26])=O)[CH:9]=2)[CH:5]=[CH:4][N:3]=1.CC[N:29](C(C)C)C(C)C.CCN=C=NCCCN(C)C.Cl.C1C=CC2N(O)N=NC=2C=1.N>CN(C=O)C.O>[NH2:1][C:2]1[N:7]=[C:6]([C:8]2[NH:12][C:11]([C:13]3[CH:18]=[C:17]([C:19]([F:20])([F:22])[F:21])[CH:16]=[CH:15][C:14]=3[Cl:23])=[C:10]([C:24]([NH2:29])=[O:26])[CH:9]=2)[CH:5]=[CH:4][N:3]=1 |f:2.3|. Reported procedure: A solution of 5-(2-amino-pyrimidin-4-yl)-2-(2-chloro-5-trifluoromethyl-phenyl)-1H-pyrrole-3-carboxylic acid (581 mg, 1.52 mmol) in DMF (5 mL) and DIPEA (1.06 mL, 6.08 mmol) was stirred at 0° C. EDCl (582 mg, 3.04 mmol) and HOBT.NH3 (469 mg, 3.04 mmol) were added and the reaction mixture was stirred for 3 h at room temperature. The mixture was diluted with water and the resulting precipitate was collected by filtration to afford the title compound (475 mg, 82%). Starting materials: [BH4-].[Na+] (NaBH4), CNC1=C(C=C(C=C1)CO)[N+](=O)[O-] (N-methyl-4-hydroxymethyl-2-nitroaniline), O=S(Cl)Cl (SOCl2). Yields the product CNC1=C(C=C(C=C1)CCl)[N+](=O)[O-] (N-methyl-4-chloromethyl-2-nitroaniline). Reaction SMILES: [BH4-].[Na+].[CH3:3][NH:4][C:5]1[CH:10]=[CH:9][C:8]([CH2:11]O)=[CH:7][C:6]=1[N+:13]([O-:15])=[O:14].O=S(Cl)[Cl:18]>>[CH3:3][NH:4][C:5]1[CH:10]=[CH:9][C:8]([CH2:11][Cl:18])=[CH:7][C:6]=1[N+:13]([O-:15])=[O:14] |f:0.1|. Procedure details: 4-Chloro-3-nitro-benzaldehyde is reacted with methylamine to yield 4-(methylamino)-3-nitrobenzaldehyde (8) which is then reduced by NaBH4 to N-methyl-4-hydroxymethyl-2-nitroaniline (9). Reaction of SOCl2 with 8 will give N-methyl-4-chloromethyl-2-nitroaniline (10). Structures of 8, 9 and 10 may be characterized by 1H NMR and elemental analysis. 10 is used as an electrophile to react with sodium CD alkoxide (11) to yield 2-O-(4-methylamino-3-nitro) benzyl-β-CD (12). The addition of 10 to 11 is a ... Reactants: C1CCOC1, NC(=O)c1nn(Cc2ccccc2F)c2ncccc12, O=C(OC(=O)C(F)(F)F)C(F)(F)F, O, c1ccncc1. Yields the product N#Cc1nn(Cc2ccccc2F)c2ncccc12. As a reaction SMILES: [CH2:41]1[O:42][CH2:43][CH2:44][CH2:45]1.[F:1][c:2]1[c:3]([CH2:4][n:5]2[n:6][c:7]([C:14](=[O:15])[NH2:16])[c:8]3[c:9]2[n:10][cH:11][cH:12][cH:13]3)[cH:17][cH:18][cH:19][cH:20]1.[F:27][C:28]([F:29])([F:30])[C:31]([O:32][C:33](=[O:34])[C:35]([F:36])([F:37])[F:38])=[O:39].[OH2:40].[cH:21]1[cH:22][cH:23][n:24][cH:25][cH:26]1>>[F:1][c:2]1[c:3]([CH2:4][n:5]2[n:6][c:7]([C:14]#[N:16])[c:8]3[c:9]2[n:10][cH:11][cH:12][cH:13]3)[cH:17][cH:18][cH:19][cH:20]1. Starting materials: Cn1nccc1-c1ccc(Br)cc1, CC(=O)[O-], CC(=O)[O-], C1COCCO1, CC(C)(C)[O-], CS(C)=O, CC(C)[Si](S)(C(C)C)C(C)C, [Cl-], Cl, [Na+], [Na+], [Na+], [OH-], [Pd+2]. The product is Cn1nccc1-c1ccc(S)cc1. RXN SMILES: [Br:7][c:8]1[cH:9][cH:10][c:11](-[c:14]2[cH:15][cH:16][n:17][n:18]2[CH3:19])[cH:12][cH:13]1.[C:36]([O-:37])(=[O:38])[CH3:39].[C:41]([O-:42])(=[O:43])[CH3:44].[CH2:49]1[O:50][CH2:51][CH2:52][O:53][CH2:54]1.[CH3:1][C:2]([CH3:3])([O-:4])[CH3:5].[CH3:45][S:46]([CH3:47])=[O:48].[CH:20]([Si:21]([CH:22]([CH3:23])[CH3:25])([SH:24])[CH:26]([CH3:27])[CH3:28])([CH3:29])[CH3:30].[Cl-:34].[ClH:35].[Na+:32].[Na+:33].[Na+:6].[OH-:31].[Pd+2:40]>>[c:8]1([SH:24])[cH:9][cH:10][c:11](-[c:14]2[cH:15][cH:16][n:17][n:18]2[CH3:19])[cH:12][cH:13]1.